Dataset: the Open Reaction Database (ORD), a public repository of structured organic reaction records. Task: describe an organic reaction: reactants, conditions, products, and yield The product is C=CC(O)C1CSC(c2ccccc2)N1C(=O)OC. Reaction SMILES: [CH2:5]([Cl:6])[Cl:7].[CH3:27][OH:28].[CH:2](=[CH2:3])[Mg+:4].[CH:8](=[O:9])[CH:10]1[N:11]([C:21](=[O:22])[O:23][CH3:24])[CH:12]([c:15]2[cH:16][cH:17][cH:18][cH:19][cH:20]2)[S:13][CH2:14]1.[Cl-:1].[Cl-:25].[NH4+:26]>>[CH:2](=[CH2:3])[CH:8]([OH:9])[CH:10]1[N:11]([C:21](=[O:22])[O:23][CH3:24])[CH:12]([c:15]2[cH:16][cH:17][cH:18][cH:19][cH:20]2)[S:13][CH2:14]1. Starting materials: ClCCl, CO, C=C[Mg+], COC(=O)N1C(C=O)CSC1c1ccccc1, [Cl-], [Cl-], [NH4+]. Starting materials: O1C(=CC=C1)C(CC1=CC(=CC=C1)OC)O (1-(Furan-2-yl)-2-(3-methoxyphenyl)ethan-1-ol), OP(=O)(O)[O-].[K+] (KH2PO4), OP(=O)(O)O (H3PO4), [Na+].[Cl-] (NaCl). The solvent is O (H2O). Reaction conditions: temperature 120 celsius, time 8 hour. The product is OC1C=C(C(C1)=O)CC1=CC(=CC=C1)OC (4-Hydroxy-2-(3-methoxybenzyl)cyclopent-2-enone), OC1C=CC(C1CC1=CC(=CC=C1)OC)=O (4-Hydroxy-5-(3-methoxybenzyl)cyclopent-2-enone). Reaction SMILES: [O:1]1[CH:5]=[CH:4][CH:3]=[C:2]1[CH:6](O)[CH2:7][C:8]1[CH:13]=[CH:12][CH:11]=[C:10]([O:14][CH3:15])[CH:9]=1.[OH:17]P([O-])(O)=O.[K+].[OH:23]P(O)(O)=O.[Na+].[Cl-]>O>[OH:17][CH:3]1[CH2:4][C:5](=[O:1])[C:6]([CH2:7][C:8]2[CH:13]=[CH:12][CH:11]=[C:10]([O:14][CH3:15])[CH:9]=2)=[CH:2]1.[OH:23][CH:2]1[CH:6]([CH2:7][C:8]2[CH:13]=[CH:12][CH:11]=[C:10]([O:14][CH3:15])[CH:9]=2)[C:5](=[O:1])[CH:4]=[CH:3]1 |f:1.2,4.5|. Procedure: 1-(Furan-2-yl)-2-(3-methoxyphenyl)ethan-1-ol (20 g, 91.7 mmol) and KH2PO4 (0.4 g, 0.02 mmol) was added to H2O (400 mL) and H3PO4 was added until pH=3.0. The reaction was kept being stirred at 120° C. overnight. After being cooled, NaCl (300 g) was added, and the reaction was extracted with EtOAc, dried over MgSO4, and evaporated to give the crude 4-Hydroxy-2-(3-methoxybenzyl)cyclopent-2-enone and 4-Hydroxy-5-(3-methoxybenzyl)cyclopent-2-enone as black oil: 19 g (crude yield: 95%). Starting materials: C(#N)C=1C=C(C=CC1)CN1C2=CC=CC(=C2C=2C(=CC=CC12)O)C(=O)OC (9-[(3-cyanophenyl)methyl]-4-hydroxy-5-carbomethoxy carbazole), [OH-].[NH4+] (ammonium hydroxide), Cl (HCl). The solvent is C(C)(=O)OCC (ethyl acetate), C1CCOC1 (THF). The product is C(#N)C=1C=C(C=CC1)CN1C2=CC=CC(=C2C=2C(=CC=CC12)O)C(N)=O (9-[(3-cyanophenyl)methyl]-4-hydroxy-5-carbamoyl carbazole). Isolated yield 49.0%. As a reaction SMILES: [C:1]([C:3]1[CH:4]=[C:5]([CH2:9][N:10]2[C:22]3[CH:21]=[CH:20][CH:19]=[C:18]([OH:23])[C:17]=3[C:16]3[C:11]2=[CH:12][CH:13]=[CH:14][C:15]=3[C:24](OC)=[O:25])[CH:6]=[CH:7][CH:8]=1)#[N:2].Cl.[OH-].[NH4+:30]>C1COCC1.C(OCC)(=O)C>[C:1]([C:3]1[CH:4]=[C:5]([CH2:9][N:10]2[C:22]3[CH:21]=[CH:20][CH:19]=[C:18]([OH:23])[C:17]=3[C:16]3[C:11]2=[CH:12][CH:13]=[CH:14][C:15]=3[C:24](=[O:25])[NH2:30])[CH:6]=[CH:7][CH:8]=1)#[N:2] |f:2.3|. Procedure: A solution of the 9-[(3-cyanophenyl)methyl]-4-hydroxy-5-carbomethoxy carbazole (114 mg, 0.32 mM) in 5 mL THF and 20 mL concentrated aqueous ammonium hydroxide was sonicated for 7 hours at 40-50° C. The mixture was diluted with ethyl acetate and acidified to pH 1 with 5 N HCl. The aqueous layer was extracted three times with ethyl acetate. The combined organic extracts were washed with H2O and saturated brine, dried over magnesium sulfate, filtered, and concentrated. The residue was purified by c... Starting materials: CC1=C2N=CN(C2=NC=N1)[C@H]1[C@H](O)[C@H](O)[C@@H](O1)CO (6-Methyl-9-α-L-lyxofuranosylpurine), C1(=CC=CC=C1)P(C1=CC=CC=C1)C1=CC=CC=C1 (triphenylphosphine), II (iodine), II (iodine), C1(=CC=CC=C1)P(C1=CC=CC=C1)C1=CC=CC=C1 (triphenylphosphine), N1C=NC=C1 (imidazole), N1C=NC=C1 (imidazole). Run in CN1C(CCC1)=O (1-methyl-2-pyrrolidinone), CN1C(CCC1)=O (M-PYROL). Conditions: time 24 hour. Yields the product C1(=CC=CC=C1)P(C1=CC=CC=C1)(C1=CC=CC=C1)=O (triphenylphosphine oxide). As a reaction SMILES: CC1N=CN=C2C=1N=CN2[C@@H]1O[C@@H](CO)[C@@H](O)[C@H]1[OH:13].[C:20]1([P:26]([C:33]2[CH:38]=[CH:37][CH:36]=[CH:35][CH:34]=2)[C:27]2[CH:32]=[CH:31][CH:30]=[CH:29][CH:28]=2)[CH:25]=[CH:24][CH:23]=[CH:22][CH:21]=1.N1C=CN=C1.II>CN1CCCC1=O>[C:33]1([P:26](=[O:13])([C:20]2[CH:21]=[CH:22][CH:23]=[CH:24][CH:25]=2)[C:27]2[CH:32]=[CH:31][CH:30]=[CH:29][CH:28]=2)[CH:34]=[CH:35][CH:36]=[CH:37][CH:38]=1. Reported procedure: Solid 1d (82 mg, 0.31 mmol), triphenylphosphine (274 mg, 1.03 mmol), and imidazole (140 mg, 2.05 mmol) are blended under argon by magnetic stirring before being dissolved in 1-methyl-2-pyrrolidinone (M-PYROL) (1.5 ml) at room temperature. Beads (1-3 mm) of iodine (261 mg, 1.03 mmol) are added over 5 min with slight heating observed. Further additions of triphenylphosphine, imidazole, and iodine (same quantities as above) are made in the order listed after 5 h, 24 h, and 56 h. More M-PYROL (0.5 m... The reactants are C(C)NC(=O)C1C(C(C(C1)N1N=NC2=C1N=C(N=C2NC2C(C2)C2=CC=CC=C2)SCCC)O)O (N-Ethyl-2,3-dihydroxy-4-[7-[(2-phenylcyclopropyl)amino]-5-(propylthio)-3H-1,2,3-triazolo[4,5-d]pyrimidin-3-yl]-cyclopentanecarboxamide), NCC=1C=NC=CC1 (3-(aminomethyl)pyridine). Yields the product OC1C(CC(C1O)N1N=NC2=C1N=C(N=C2NC2C(C2)C2=CC=CC=C2)SCCC)C(=O)NCC=2C=NC=CC2 (2,3-Dihydroxy-4-[7-[(2-phenylcyclopropyl)amino]-5-(propylthio)-3H-1,2,3-triazolo[4,5-d]pyrimidin-3-yl]-N-(3-pyridylmethyl)-cyclopentanecarboxamide). RXN SMILES: [CH2:1]([NH:3][C:4]([CH:6]1[CH2:10][CH:9]([N:11]2[C:15]3[N:16]=[C:17]([S:30][CH2:31][CH2:32][CH3:33])[N:18]=[C:19]([NH:20][CH:21]4[CH2:23][CH:22]4[C:24]4[CH:29]=[CH:28][CH:27]=[CH:26][CH:25]=4)[C:14]=3[N:13]=[N:12]2)[CH:8]([OH:34])[CH:7]1[OH:35])=[O:5])[CH3:2].N[CH2:37][C:38]1[CH:39]=[N:40][CH:41]=CC=1>>[OH:35][CH:7]1[CH:8]([OH:34])[CH:9]([N:11]2[C:15]3[N:16]=[C:17]([S:30][CH2:31][CH2:32][CH3:33])[N:18]=[C:19]([NH:20][CH:21]4[CH2:23][CH:22]4[C:24]4[CH:25]=[CH:26][CH:27]=[CH:28][CH:29]=4)[C:14]=3[N:13]=[N:12]2)[CH2:10][CH:6]1[C:4]([NH:3][CH2:1][C:2]1[CH:41]=[N:40][CH:39]=[CH:38][CH:37]=1)=[O:5]. Reported procedure: The subtitle compound was prepared according to the method of example 39, step a) using the product of example 1, step c) and 3-(aminomethyl)pyridine. Starting materials: N(C1=CC=CC=C1)C=1N(C2=CC(=NC(=C2C(C1)=O)Cl)C)C1=CC=CC=C1 (2-anilino-5-chloro-7-methyl-1-phenyl-1,6-naphthyridin-4(1H)-one), SCC(=O)OCC (ethyl 2-mercaptoacetate), TEA. The solvent is CCO (EtOH). The product is N(C1=CC=CC=C1)C=1N(C2=CC(=NC(=C2C(C1)=O)SCC(=O)OCC)C)C1=CC=CC=C1 (ethyl [(2-anilino-7-methyl-4-oxo-1-phenyl-1,4-dihydro-1,6-naphthyridin-5-yl)sulfanyl]acetate). Yield: 49.0%. Reaction SMILES: [NH:1]([C:8]1[N:9]([C:21]2[CH:26]=[CH:25][CH:24]=[CH:23][CH:22]=2)[C:10]2[C:15]([C:16](=[O:18])[CH:17]=1)=[C:14](Cl)[N:13]=[C:12]([CH3:20])[CH:11]=2)[C:2]1[CH:7]=[CH:6][CH:5]=[CH:4][CH:3]=1.[SH:27][CH2:28][C:29]([O:31][CH2:32][CH3:33])=[O:30]>CCO>[NH:1]([C:8]1[N:9]([C:21]2[CH:26]=[CH:25][CH:24]=[CH:23][CH:22]=2)[C:10]2[C:15]([C:16](=[O:18])[CH:17]=1)=[C:14]([S:27][CH2:28][C:29]([O:31][CH2:32][CH3:33])=[O:30])[N:13]=[C:12]([CH3:20])[CH:11]=2)[C:2]1[CH:7]=[CH:6][CH:5]=[CH:4][CH:3]=1. Reported procedure: A solution of 2-anilino-5-chloro-7-methyl-1-phenyl-1,6-naphthyridin-4(1H)-one (200 mg, 0.55 mmol) in EtOH (10 mL) was added ethyl 2-mercaptoacetate (0.12 mL, 1.10 mmol) and TEA (0.23 mL, 1.65 mmol). The reaction was heated at reflux for 24 h. The reaction mixture was cooled, concentrated in vacuo, diluted with water and extracted is with EtOAc. The combined organic extracts were washed with water, brine, and dried over Na2SO4. Solvents were removed in vacuo and the residue was purified by revers... Conditions: time 1 hour. The reactants are C(#N)C1=CC=C(C=N1)C=1C=CC(=C(COCC2(CCN(CC2)C(=O)OC(C)(C)C)C2=CC=CC=C2)C1)OC (tert-Butyl 4-((5-(6-cyanopyridin-3-yl)-2-methoxybenzyloxy)methyl)-4-phenylpiperidine-1-carboxylate), FC(C(=O)O)(F)F.CN(C)C (trimethylamine 2,2,2-trifluoroacetate). RXN SMILES: [C:1]([C:3]1[N:8]=[CH:7][C:6]([C:9]2[CH:10]=[CH:11][C:12]([O:37][CH3:38])=[C:13]([CH:36]=2)[CH2:14][O:15][CH2:16][C:17]2([C:30]3[CH:35]=[CH:34][CH:33]=[CH:32][CH:31]=3)[CH2:22][CH2:21][N:20](C(OC(C)(C)C)=O)[CH2:19][CH2:18]2)=[CH:5][CH:4]=1)#[N:2].FC(F)(F)C(O)=O.CN(C)C>FC(F)(F)C(O)=O>[CH3:38][O:37][C:12]1[CH:11]=[CH:10][C:9]([C:6]2[CH:5]=[CH:4][C:3]([C:1]#[N:2])=[N:8][CH:7]=2)=[CH:36][C:13]=1[CH2:14][O:15][CH2:16][C:17]1([C:30]2[CH:35]=[CH:34][CH:33]=[CH:32][CH:31]=2)[CH2:18][CH2:19][NH:20][CH2:21][CH2:22]1 |f:1.2|. The solvent is FC(C(=O)O)(F)F (trifluoroacetic acid). Product: COC1=C(C=C(C=C1)C=1C=CC(=NC1)C#N)COCC1(CCNCC1)C1=CC=CC=C1 (5-(4-Methoxy-3-(((4-phenylpiperidin-4-yl)methoxy)methyl)phenyl)picolinonitrile). Procedure details: tert-Butyl 4-((5-(6-cyanopyridin-3-yl)-2-methoxybenzyloxy)methyl)-4-phenylpiperidine-1-carboxylate (46 mg, 0.090 mmol) was dissolved in trifluoroacetic acid (33% in dichloromethane, 4 mL) and stirred for 1 h. The reaction was concentrated and purified by column chromatography (5% methanol/dichloromethane/2% trimethylamine in ethanol→10% methanol/dichloromethane/2% trimethylamine in ethanol) to give 43.6 mg (quant.) as a colorless oil. The product was tainted with trimethylamine 2,2,2-trifluoroac... Reactants: CC(=O)[O-], CC(=O)[O-], ClCCl, CCOC(C)=O, [Cu+2], [Na+], [OH-], OB(O)Oc1ccccc1, c1ccncc1, CC(C)(C)OC(=O)N1CC=C(c2nn[nH]n2)CC1. Yields the product CC(C)(C)OC(=O)N1CC=C(c2nnn(-c3ccccc3)n2)CC1. RXN SMILES: [C:34]([O-:35])(=[O:36])[CH3:37].[C:39]([O-:40])(=[O:41])[CH3:42].[CH2:1]([Cl:2])[Cl:3].[CH3:43][CH2:44][O:45][C:46](=[O:47])[CH3:48].[Cu+2:38].[Na+:33].[OH-:32].[c:4]1([O:10][B:11]([OH:12])[OH:13])[cH:5][cH:6][cH:7][cH:8][cH:9]1.[cH:49]1[cH:50][cH:51][n:52][cH:53][cH:54]1.[n:14]1[nH:15][n:16][n:17][c:18]1[C:19]1=[CH:24][CH2:23][N:22]([C:25](=[O:26])[O:27][C:28]([CH3:29])([CH3:30])[CH3:31])[CH2:21][CH2:20]1>>[c:4]1(-[n:15]2[n:14][c:18]([C:19]3=[CH:24][CH2:23][N:22]([C:25](=[O:26])[O:27][C:28]([CH3:29])([CH3:30])[CH3:31])[CH2:21][CH2:20]3)[n:17][n:16]2)[cH:5][cH:6][cH:7][cH:8][cH:9]1. Reactants: COC(C1=CC=C(C=C1)CC(C1=CC=C(C=C1)C1CCCCC1)C(=O)O)=O (4-[2-carboxy-2-(4-cyclohexylphenyl)ethyl]-benzoic acid methyl ester), S(=O)(Cl)Cl (thionyl chloride). The solvent is C1(=CC=CC=C1)C (toluene). Yields the product COC(C1=CC=C(C=C1)CC(C1=CC=C(C=C1)C1CCCCC1)C(=O)Cl)=O (4-[2-chlorocarbonyl-2-(4-cyclohexylphenyl)ethyl]benzoic acid methyl ester). The yield is 98.3%. Reaction SMILES: [CH3:1][O:2][C:3](=[O:27])[C:4]1[CH:9]=[CH:8][C:7]([CH2:10][CH:11]([C:24](O)=[O:25])[C:12]2[CH:17]=[CH:16][C:15]([CH:18]3[CH2:23][CH2:22][CH2:21][CH2:20][CH2:19]3)=[CH:14][CH:13]=2)=[CH:6][CH:5]=1.S(Cl)([Cl:30])=O>C1(C)C=CC=CC=1>[CH3:1][O:2][C:3](=[O:27])[C:4]1[CH:9]=[CH:8][C:7]([CH2:10][CH:11]([C:24]([Cl:30])=[O:25])[C:12]2[CH:17]=[CH:16][C:15]([CH:18]3[CH2:23][CH2:22][CH2:21][CH2:20][CH2:19]3)=[CH:14][CH:13]=2)=[CH:6][CH:5]=1. Procedure: A solution of 4-[2-carboxy-2-(4-cyclohexylphenyl)ethyl]-benzoic acid methyl ester (5.58 g, 15.2 mmol) in toluene was stirred and thionyl chloride (2.79 mL, 38.20 mmol) was added. The mixture was stirred and refluxed for 15 minutes and the toluene removed under reduced pressure. The residue was stripped twice with toluene to afford 5.75 g (98%) of 4-[2-chlorocarbonyl-2-(4-cyclohexylphenyl)ethyl]benzoic acid methyl ester.